This data is from the Open Reaction Database (ORD), a public repository of structured organic reaction records. The task is: describe an organic reaction: reactants, conditions, products, and yield The reactants are S1C(=CC=C1)S(=O)(=O)N (2-Thiophenesulfonamide), Cl (HCl), ClC=1C=C(C=CC1Cl)N=C=O (3,4-dichlorophenyl isocyanate), [OH-].[Na+] (NaOH). Solvent: CC(=O)C (acetone). Product: ClC=1C=C(C=CC1Cl)NC(=O)NS(=O)(=O)C=1SC=CC1 (N-[[(3,4-dichlorophenyl)amino]carbonyl]-2-thiophenesulfonamide). Isolated yield 39.0%. RXN SMILES: [S:1]1[CH:5]=[CH:4][CH:3]=[C:2]1[S:6]([NH2:9])(=[O:8])=[O:7].[Cl:10][C:11]1[CH:12]=[C:13]([N:18]=[C:19]=[O:20])[CH:14]=[CH:15][C:16]=1[Cl:17].[OH-].[Na+].Cl>CC(C)=O>[Cl:10][C:11]1[CH:12]=[C:13]([NH:18][C:19]([NH:9][S:6]([C:2]2[S:1][CH:5]=[CH:4][CH:3]=2)(=[O:8])=[O:7])=[O:20])[CH:14]=[CH:15][C:16]=1[Cl:17] |f:2.3|. Procedure: 2-Thiophenesulfonamide (1.55 g, 9.5 mmole) was combined with 3,4-dichlorophenyl isocyanate (1.79 g, 9.5 mmole), 1N NaOH (9.5 ml) and acetone (25 ml) followed by 1N HCl (9.5 ml) using the method of Example 4B to give the named product (1.3 g). Starting materials: CN(C)CCN(C)S(=O)(=O)c1ccc(Cl)c(C(=O)O)c1Cl, CC(C)C1CCCC2=C1C(=O)N(CCl)S2(=O)=O. Yields the product CC(C)C1CCCC2=C1C(=O)N(COC(=O)c1c(Cl)ccc(S(=O)(=O)N(C)CCN(C)C)c1Cl)S2(=O)=O, Cl. As a reaction SMILES: [Cl:18][c:19]1[c:20]([C:21](=[O:22])[OH:23])[c:24]([Cl:38])[cH:25][cH:26][c:27]1[S:28](=[O:29])(=[O:30])[N:31]([CH3:32])[CH2:33][CH2:34][N:35]([CH3:36])[CH3:37].[Cl:1][CH2:2][N:3]1[S:4](=[O:16])(=[O:17])[C:5]2=[C:6]([C:7]1=[O:8])[CH:9]([CH:13]([CH3:14])[CH3:15])[CH2:10][CH2:11][CH2:12]2>>[CH2:2]([N:3]1[S:4](=[O:16])(=[O:17])[C:5]2=[C:6]([C:7]1=[O:8])[CH:9]([CH:13]([CH3:14])[CH3:15])[CH2:10][CH2:11][CH2:12]2)[O:23][C:21]([c:20]1[c:19]([Cl:18])[c:27]([S:28](=[O:29])(=[O:30])[N:31]([CH3:32])[CH2:33][CH2:34][N:35]([CH3:36])[CH3:37])[cH:26][cH:25][c:24]1[Cl:38])=[O:22].[ClH:1]. Starting materials: COCCN1CCc2ccc(Nc3ncc(Cl)c(Nc4ccccc4OCC#N)n3)cc2CC1, [Na+], [OH-], O. Yields the product COCCN1CCc2ccc(Nc3ncc(Cl)c(Nc4ccccc4OCC(N)=O)n3)cc2CC1. As a reaction SMILES: [Cl:1][c:2]1[c:3]([NH:24][c:25]2[c:26]([O:27][CH2:28][C:29]#[N:30])[cH:31][cH:32][cH:33][cH:34]2)[n:4][c:5]([NH:8][c:9]2[cH:10][c:11]3[c:12]([cH:22][cH:23]2)[CH2:13][CH2:14][N:15]([CH2:18][CH2:19][O:20][CH3:21])[CH2:16][CH2:17]3)[n:6][cH:7]1.[Na+:36].[OH-:35].[OH2:37]>>[Cl:1][c:2]1[c:3]([NH:24][c:25]2[c:26]([O:27][CH2:28][C:29]([NH2:30])=[O:35])[cH:31][cH:32][cH:33][cH:34]2)[n:4][c:5]([NH:8][c:9]2[cH:10][c:11]3[c:12]([cH:22][cH:23]2)[CH2:13][CH2:14][N:15]([CH2:18][CH2:19][O:20][CH3:21])[CH2:16][CH2:17]3)[n:6][cH:7]1. RXN SMILES: [C:22]([CH2:23][CH3:24])([CH3:25])([CH3:26])[OH:27].[CH2:28]([Cl:29])[Cl:30].[NH2:1][c:2]1[c:3]([C:4]#[N:5])[cH:6][c:7]([O:12][CH2:13][CH2:14][CH2:15][N:16]2[CH2:17][CH2:18][O:19][CH2:20][CH2:21]2)[c:8]([O:10][CH3:11])[cH:9]1>>[NH2:1][c:2]1[c:3]([C:4]([NH2:5])=[O:27])[cH:6][c:7]([O:12][CH2:13][CH2:14][CH2:15][N:16]2[CH2:17][CH2:18][O:19][CH2:20][CH2:21]2)[c:8]([O:10][CH3:11])[cH:9]1. The reactants are CCC(C)(C)O, ClCCl, COc1cc(N)c(C#N)cc1OCCCN1CCOCC1. The product is COc1cc(N)c(C(N)=O)cc1OCCCN1CCOCC1. Reactants: Cc1c(O)cccc1Br, CCOC(=O)C(=Cc1cnc(N)s1)C(=O)OCC, CCO, Cl. The product is CCOC(=O)C(Cc1cnc(N)s1)C(=O)OCC. As a reaction SMILES: [Br:19][c:20]1[cH:21][cH:22][cH:23][c:24]([OH:25])[c:26]1[CH3:27].[CH2:1]([CH3:2])[O:3][C:4]([C:5]([C:6](=[O:7])[O:8][CH2:9][CH3:10])=[CH:11][c:12]1[cH:13][n:14][c:15]([NH2:17])[s:16]1)=[O:18].[CH3:29][CH2:30][OH:31].[ClH:28]>>[CH2:1]([CH3:2])[O:3][C:4]([CH:5]([C:6](=[O:7])[O:8][CH2:9][CH3:10])[CH2:11][c:12]1[cH:13][n:14][c:15]([NH2:17])[s:16]1)=[O:18]. The reactants are CC(C)=O, ON=Cc1ccco1, CCOC(=O)C1(F)C(=O)NC(=O)NC1OC(C)=O, c1ccncc1. The product is CCOC(=O)C1(F)C(=O)NC(=O)NC1ON=Cc1ccco1. Reaction SMILES: [CH3:27][C:28]([CH3:29])=[O:30].[CH:19]([c:20]1[cH:21][cH:22][cH:23][o:24]1)=[N:25][OH:26].[F:1][C:2]1([C:14](=[O:15])[O:16][CH2:17][CH3:18])[C:3](=[O:13])[NH:4][C:5](=[O:12])[NH:6][CH:7]1[O:8][C:9](=[O:10])[CH3:11].[n:31]1[cH:32][cH:33][cH:34][cH:35][cH:36]1>>[F:1][C:2]1([C:14](=[O:15])[O:16][CH2:17][CH3:18])[C:3](=[O:13])[NH:4][C:5](=[O:12])[NH:6][CH:7]1[O:8][N:25]=[CH:19][c:20]1[cH:21][cH:22][cH:23][o:24]1.